From a dataset of the Open Reaction Database (ORD), a public repository of structured organic reaction records. describe an organic reaction: reactants, conditions, products, and yield Starting materials: COC=1C(C(C1OC)=O)=O (3,4-dimethoxy-3-cyclobutene-1,2-dione), NC=1C(=C(C(=O)N2[C@@H](CCC2)C(=O)OC(C)C)C=CC1)F (isopropyl (S)-1-(3-amino-2-fluorobenzoyl)pyrrolidine-2-carboxylate). Run in CO (methanol). Run at time 24 hour. The product is FC1=C(C(=O)N2[C@@H](CCC2)C(=O)OC(C)C)C=CC=C1NC1=C(C(C1=O)=O)OC (isopropyl (S)-1-[2-fluoro-3-(2-methoxy-3,4-dioxocyclobut-1-enylamino)benzoyl]pyrrolidine-2-carboxylate). The yield is 32.6%. As a reaction SMILES: CO[C:3]1[C:4](=[O:10])[C:5](=[O:9])[C:6]=1[O:7][CH3:8].[NH2:11][C:12]1[C:13]([F:31])=[C:14]([CH:28]=[CH:29][CH:30]=1)[C:15]([N:17]1[CH2:21][CH2:20][CH2:19][C@H:18]1[C:22]([O:24][CH:25]([CH3:27])[CH3:26])=[O:23])=[O:16]>CO>[F:31][C:13]1[C:12]([NH:11][C:3]2[C:4](=[O:10])[C:5](=[O:9])[C:6]=2[O:7][CH3:8])=[CH:30][CH:29]=[CH:28][C:14]=1[C:15]([N:17]1[CH2:21][CH2:20][CH2:19][C@H:18]1[C:22]([O:24][CH:25]([CH3:27])[CH3:26])=[O:23])=[O:16]. Reported procedure: 1.80 g (0.01 mol; 2.0 eq) of 3,4-dimethoxy-3-cyclobutene-1,2-dione were added to a solution of 1.87 g (0.08 mol; 1.0 eq) of isopropyl (S)-1-(3-amino-2-fluorobenzoyl)pyrrolidine-2-carboxylate in 45 ml of methanol. The reaction medium was stirred at ambient temperature for 24 hours. The solvent was evaporated off and the residue was chromatographed on silica gel (200 g prepacked column, eluent 20/80 then 0/100 heptane/ethyl acetate). 1.32 g of isopropyl (S)-1-[2-fluoro-3-(2-methoxy-3,4-dioxocyclob... RXN SMILES: [Br:1][c:2]1[cH:3][c:4]([S:9][c:10]2[cH:11][cH:12][cH:13][cH:14][cH:15]2)[c:5]([NH2:8])[n:6][cH:7]1.[C:16]([c:17]1[cH:18][cH:19][cH:20][cH:21][cH:22]1)(=[O:23])[N:24]=[C:25]=[S:26].[CH2:27]1[O:28][CH2:29][CH2:30][CH2:31]1>>[Br:1][c:2]1[cH:3][c:4]([S:9][c:10]2[cH:11][cH:12][cH:13][cH:14][cH:15]2)[c:5]([NH:8][C:25]([NH:24][C:16]([c:17]2[cH:18][cH:19][cH:20][cH:21][cH:22]2)=[O:23])=[S:26])[n:6][cH:7]1. Yields the product O=C(NC(=S)Nc1ncc(Br)cc1Sc1ccccc1)c1ccccc1. Starting materials: Nc1ncc(Br)cc1Sc1ccccc1, O=C(N=C=S)c1ccccc1, C1CCOC1. Starting materials: Cl.NCC(=O)OCC (ethyl glycinate hydrochloride), ClC1=C(CC(C=C1)(C1=CC=CC=C1)C1=CC=CC=C1)C=O (2-chloro-5,5-diphenylcyclohexa-1,3-dienecarbaldehyde). RXN SMILES: Cl.[NH2:2][CH2:3][C:4]([O:6][CH2:7][CH3:8])=[O:5].Cl[C:10]1[CH:15]=[CH:14][C:13]([C:22]2[CH:27]=[CH:26][CH:25]=[CH:24][CH:23]=2)([C:16]2[CH:21]=[CH:20][CH:19]=[CH:18][CH:17]=2)[CH2:12][C:11]=1[CH:28]=O>CN(C)C=O>[C:16]1([C:13]2([C:22]3[CH:23]=[CH:24][CH:25]=[CH:26][CH:27]=3)[CH:14]=[CH:15][C:10]3[C:11](=[CH:28][NH:2][C:3]=3[C:4]([O:6][CH2:7][CH3:8])=[O:5])[CH2:12]2)[CH:17]=[CH:18][CH:19]=[CH:20][CH:21]=1 |f:0.1|. The solvent is CN(C=O)C (N,N-dimethylformamide). Procedure details: 0.307 g of ethyl glycinate hydrochloride is added to a suspension of 0.589 g of 2-chloro-5,5-diphenylcyclohexa-1,3-dienecarbaldehyde in 20 cm3 of N,N-dimethylformamide. The reaction mixture is refluxed for about 20 hours. After cooling to a temperature in the region of 20° C., the mixture is concentrated to dryness under reduced pressure (13 kPa). The residue is taken up in 100 cm3 of ethyl acetate, washed with three times 50 cm3 of water and then dried over magnesium sulphate, filtered and conc... The yield is 16.0%. Product: C1(=CC=CC=C1)C1(CC2=CNC(=C2C=C1)C(=O)OCC)C1=CC=CC=C1 (ethyl 5,5-diphenyl-4,5-dihydro-2H-isoindole-1-carboxylate). Reaction conditions: temperature 20 celsius.